Dataset: the Open Reaction Database (ORD), a public repository of structured organic reaction records. Task: describe an organic reaction: reactants, conditions, products, and yield Starting materials: C1COCCN1, COCCc1nc(Cl)c2nc[nH]c2n1, ClCCl, O. Yields the product COCCc1nc(N2CCOCC2)c2nc[nH]c2n1. As a reaction SMILES: [CH2:15]1[CH2:16][O:17][CH2:18][CH2:19][NH:20]1.[Cl:1][c:2]1[c:3]2[n:4][cH:5][nH:6][c:7]2[n:8][c:9]([CH2:11][CH2:12][O:13][CH3:14])[n:10]1.[Cl:21][CH2:22][Cl:23].[OH2:24]>>[c:2]1([N:20]2[CH2:15][CH2:16][O:17][CH2:18][CH2:19]2)[c:3]2[n:4][cH:5][nH:6][c:7]2[n:8][c:9]([CH2:11][CH2:12][O:13][CH3:14])[n:10]1. The reactants are solution, [OH-].[Na+] (sodium hydroxide), C(C)OC(C1=C(C(=CC(=C1)F)F)OCC)=O (2-ethoxy-3,5-difluoro-benzoic acid ethyl ester). The solvent is CCO (EtOH). Conditions: temperature 40 celsius, time 18 hour. Product: C(C)OC1=C(C(=O)O)C=C(C=C1F)F (2-ethoxy-3,5-difluoro-benzoic acid). Yield: 176.7%. RXN SMILES: [OH-].[Na+].C([O:5][C:6](=[O:18])[C:7]1[CH:12]=[C:11]([F:13])[CH:10]=[C:9]([F:14])[C:8]=1[O:15][CH2:16][CH3:17])C>CCO>[CH2:16]([O:15][C:8]1[C:9]([F:14])=[CH:10][C:11]([F:13])=[CH:12][C:7]=1[C:6]([OH:18])=[O:5])[CH3:17] |f:0.1|. Reported procedure: A 5M solution of sodium hydroxide (3.2 mL; 16 mmol; 3.2 eq.) was added to a solution of 2-ethoxy-3,5-difluoro-benzoic acid ethyl ester (1.16 g; 5.04 mmol; 1 eq.) in EtOH (23 mL) and the resulting mixture was stirred at 40° C. for 18 hours then concentrated in vacuo. The residue was taken up in water and the pH made acidic with 5M HCl. The precipitate was filtered off, washed with water and dried to afford the title compound (1.8 g, 90%) as a white solid. 1H NMR (DMSO-d6) δ 13.44 (s, 1H), 7.61-7....